From a dataset of the Open Reaction Database (ORD), a public repository of structured organic reaction records. describe an organic reaction: reactants, conditions, products, and yield Starting materials: resultant solution, Cl (Hydrochloric acid), NC1=C(C=CC=C1)C=1C(=NN(C1CCCCCl)CCC)C#N (4-(2-aminophenyl)-5-(4-chlorobutyl)-1-propyl-1H-pyrazole-3-carbonitrile). The solvent is C(C)O (ethanol), C(C)O (ethanol). Yields the product ClCCCCC=1N(N=C2C(=NC=3C=CC=CC3C21)N)CCC (1-(4-chlorobutyl)-2-propyl-2H-pyrazolo[3,4-c]quinolin-4-amine). The yield is 63.7%. Reaction SMILES: Cl.[NH2:2][C:3]1[CH:8]=[CH:7][CH:6]=[CH:5][C:4]=1[C:9]1[C:10]([C:22]#[N:23])=[N:11][N:12]([CH2:19][CH2:20][CH3:21])[C:13]=1[CH2:14][CH2:15][CH2:16][CH2:17][Cl:18]>C(O)C>[Cl:18][CH2:17][CH2:16][CH2:15][CH2:14][C:13]1[N:12]([CH2:19][CH2:20][CH3:21])[N:11]=[C:10]2[C:9]=1[C:4]1[CH:5]=[CH:6][CH:7]=[CH:8][C:3]=1[N:2]=[C:22]2[NH2:23]. Procedure details: Hydrochloric acid (18 mL, 71.0 mmol) in ethanol was added dropwise to a solution of 4-(2-aminophenyl)-5-(4-chlorobutyl)-1-propyl-1H-pyrazole-3-carbonitrile (7.50 g, 23.7 mmol) in 150 mL of ethanol. The resultant solution was heated to reflux overnight, concentrated under reduced pressure, and diluted with water. The pH of the mixture was adjusted to 9-10 by slow addition of solid sodium carbonate. The aqueous layer was extracted with several portions of dichloromethane. The combined organic laye... Starting materials: C1COCCO1, CCN(C(C)C)C(C)C, Clc1nccc2ccccc12, O=S(=O)(c1ccc(Cl)cc1)C1CCNCC1. Yields the product O=S(=O)(c1ccc(Cl)cc1)C1CCN(c2nccc3ccccc23)CC1. As a reaction SMILES: [CH2:37]1[O:38][CH2:39][CH2:40][O:41][CH2:42]1.[CH:28]([N:29]([CH2:30][CH3:31])[CH:32]([CH3:33])[CH3:34])([CH3:35])[CH3:36].[Cl:17][c:18]1[n:19][cH:20][cH:21][c:22]2[cH:23][cH:24][cH:25][cH:26][c:27]12.[Cl:1][c:2]1[cH:3][cH:4][c:5]([S:8](=[O:9])(=[O:10])[CH:11]2[CH2:12][CH2:13][NH:14][CH2:15][CH2:16]2)[cH:6][cH:7]1>>[Cl:1][c:2]1[cH:3][cH:4][c:5]([S:8](=[O:9])(=[O:10])[CH:11]2[CH2:12][CH2:13][N:14]([c:18]3[n:19][cH:20][cH:21][c:22]4[cH:23][cH:24][cH:25][cH:26][c:27]34)[CH2:15][CH2:16]2)[cH:6][cH:7]1. Starting materials: CO, CCCc1c(Cn2ccnc2-c2cccc(F)n2)ncnc1N=[N+]=[N-]. The product is CCCc1c(N)ncnc1Cn1ccnc1-c1cccc(F)n1. As a reaction SMILES: [CH3:26][OH:27].[N:1](=[N+:2]=[N-:3])[c:4]1[c:5]([CH2:23][CH2:24][CH3:25])[c:6]([CH2:10][n:11]2[c:12](-[c:16]3[n:17][c:18]([F:22])[cH:19][cH:20][cH:21]3)[n:13][cH:14][cH:15]2)[n:7][cH:8][n:9]1>>[NH2:1][c:4]1[c:5]([CH2:23][CH2:24][CH3:25])[c:6]([CH2:10][n:11]2[c:12](-[c:16]3[n:17][c:18]([F:22])[cH:19][cH:20][cH:21]3)[n:13][cH:14][cH:15]2)[n:7][cH:8][n:9]1. The reactants are NC1=C(C=CC(=C1)Cl)S (2-amino-4-chloro-benzenethiol), C(C)(C)NC(C=C)=O (N-isopropyl-acrylamide), ClC1=C(C=C(C=C1)S(=O)(=O)Cl)C(F)(F)F (4-chloro-3-trifluoromethyl-benzenesulfonyl chloride). The product is ClC1=CC(=C(C=C1)SCCC(=O)NC(C)C)NS(=O)(=O)C1=CC(=C(C=C1)Cl)C(F)(F)F (3-{[4-chloro-2-({[4-chloro-3-(trifluoromethyl)phenyl]sulfonyl}amino)phenyl]thio}-N-isopropylpropanamide). RXN SMILES: [NH2:1][C:2]1[CH:7]=[C:6]([Cl:8])[CH:5]=[CH:4][C:3]=1[SH:9].[CH:10]([NH:13][C:14](=[O:17])[CH:15]=[CH2:16])([CH3:12])[CH3:11].[Cl:18][C:19]1[CH:24]=[CH:23][C:22]([S:25](Cl)(=[O:27])=[O:26])=[CH:21][C:20]=1[C:29]([F:32])([F:31])[F:30]>>[Cl:8][C:6]1[CH:5]=[CH:4][C:3]([S:9][CH2:16][CH2:15][C:14]([NH:13][CH:10]([CH3:12])[CH3:11])=[O:17])=[C:2]([NH:1][S:25]([C:22]2[CH:23]=[CH:24][C:19]([Cl:18])=[C:20]([C:29]([F:32])([F:30])[F:31])[CH:21]=2)(=[O:27])=[O:26])[CH:7]=1. Procedure: Following General Procedure H, B, the title compound was prepared from 2-amino-4-chloro-benzenethiol, N-isopropyl-acrylamide, and 4-chloro-3-trifluoromethyl-benzenesulfonyl chloride.